From a dataset of the Open Reaction Database (ORD), a public repository of structured organic reaction records. describe an organic reaction: reactants, conditions, products, and yield Reactants: C(C)OC(CC1(C=CCC=C1)C#N)=O ((1-cyanocyclohexa-2,5-dienyl)acetic acid ethyl ester). The reagents and catalysts are [Pd] (Pd/C). Run in CO (MeOH). Yields the product C(C)OC(CC1(CCCCC1)C#N)=O ((1-Cyanocyclohexyl)acetic Acid Ethyl Ester). The yield is 94.3%. Reaction SMILES: [CH2:1]([O:3][C:4](=[O:14])[CH2:5][C:6]1([C:12]#[N:13])[CH:11]=[CH:10][CH2:9][CH:8]=[CH:7]1)[CH3:2]>[Pd].CO>[CH2:1]([O:3][C:4](=[O:14])[CH2:5][C:6]1([C:12]#[N:13])[CH2:11][CH2:10][CH2:9][CH2:8][CH2:7]1)[CH3:2]. Procedure details: Added 1% Pd/C catalyst (1.67 g, 0.157 mmol) to a solution of (1-cyanocyclohexa-2,5-dienyl)acetic acid ethyl ester (3.00 g, 15.7 mmol) in MeOH (75 mL). After shaking the reaction under 20 psi H2 at room temperature for 2 hours, the pressure was slowly released. The reaction was filtered and concentrated under reduced pressure to afford 2.89 g (94%) of product as an oil. Reactants: [OH-].[Na+] (sodium hydroxide), OC1CCCCC=2C1=NC(=C(C2)C(=O)OCC)C (Ethyl 9-hydroxy-2-methyl-6,7,8,9-tetrahydro-5H-cyclohepta[b]pyridine-3-carboxylate), ice water, S(=O)(Cl)Cl (thionyl chloride). The solvent is C(Cl)(Cl)Cl (chloroform). Conditions: time 21 hour. Yields the product ClC1CCCCC=2C1=NC(=C(C2)C(=O)OCC)C (Ethyl 9-chloro-2-methyl-6,7,8,9-tetrahydro-5H-cyclohepta[b]pyridine-3-carboxylate). Yield: 79.8%. RXN SMILES: O[CH:2]1[C:8]2=[N:9][C:10]([CH3:18])=[C:11]([C:13]([O:15][CH2:16][CH3:17])=[O:14])[CH:12]=[C:7]2[CH2:6][CH2:5][CH2:4][CH2:3]1.S(Cl)([Cl:21])=O.[OH-].[Na+]>C(Cl)(Cl)Cl>[Cl:21][CH:2]1[C:8]2=[N:9][C:10]([CH3:18])=[C:11]([C:13]([O:15][CH2:16][CH3:17])=[O:14])[CH:12]=[C:7]2[CH2:6][CH2:5][CH2:4][CH2:3]1 |f:2.3|. Reported procedure: Ethyl 9-hydroxy-2-methyl-6,7,8,9-tetrahydro-5H-cyclohepta[b]pyridine-3-carboxylate (3.92 g, 15.7mmol) was dissolved in chloroform (12.0 ml) to which was subsequently added dropwise thionyl chloride (4.4 ml) at −11° C. This was stirred at room temperature for 21 hours, and the reaction solution was poured into ice water, adjusted to pH 8 with 2 N sodium hydroxide aqueous solution and then extracted with chloroform. The thus obtained organic layer was washed with water and saturated brine in that ... Starting materials: OS(=O)(=O)[O-].[K+] (KHSO4), solution, C(C)OC(=O)C=1N=CN(C1C1=C(C=CC=C1)Br)CC(C)C (5-(2-bromophenyl)-1-isobutyl-1H-imidazole-4-carboxylic acid ethyl ester), [OH-].[Na+] (NaOH). Yield: 87.2%. Reported procedure: A 0.2 M solution of 5-(2-bromophenyl)-1-isobutyl-1H-imidazole-4-carboxylic acid ethyl ester (1.77 g; 5.04 mM) in 1/1 v/v methanol/water is added with NaOH (605 mg; 15.12 mM). The mixture is kept at room temperature for about 15 hours, then acidified with KHSO4, extracted with ethyl acetate, dried over Na2SO4, filtered and evaporated under reduced pressure, thereby obtaining 1.42 g of 5-(2-bromophenyl)-1-isobutyl-1H-imidazole-4-carboxylic acid, as a white-pale yellow solid which is used in the su... Run in CO.O (methanol water). Reaction conditions: time 15 hour. Product: BrC1=C(C=CC=C1)C1=C(N=CN1CC(C)C)C(=O)O (5-(2-bromophenyl)-1-isobutyl-1H-imidazole-4-carboxylic acid). Reaction SMILES: C([O:3][C:4]([C:6]1[N:7]=[CH:8][N:9]([CH2:18][CH:19]([CH3:21])[CH3:20])[C:10]=1[C:11]1[CH:16]=[CH:15][CH:14]=[CH:13][C:12]=1[Br:17])=[O:5])C.[OH-].[Na+].OS([O-])(=O)=O.[K+]>CO.O>[Br:17][C:12]1[CH:13]=[CH:14][CH:15]=[CH:16][C:11]=1[C:10]1[N:9]([CH2:18][CH:19]([CH3:21])[CH3:20])[CH:8]=[N:7][C:6]=1[C:4]([OH:5])=[O:3] |f:1.2,3.4,5.6|. Reactants: CC(C)(C)OC(=O)N1CCCC(=CCO)CC1, CCCCCC. Product: CC(C)(C)OC(=O)N1CCCC(=CC=O)CC1. RXN SMILES: [C:1]([CH3:2])([CH3:3])([CH3:4])[O:5][C:6](=[O:7])[N:8]1[CH2:9][CH2:10][C:11](=[CH:15][CH2:16][OH:17])[CH2:12][CH2:13][CH2:14]1.[CH3:18][CH2:19][CH2:20][CH2:21][CH2:22][CH3:23]>>[C:1]([CH3:2])([CH3:3])([CH3:4])[O:5][C:6](=[O:7])[N:8]1[CH2:9][CH2:10][C:11](=[CH:15][CH:16]=[O:17])[CH2:12][CH2:13][CH2:14]1. Starting materials: COC(\C=C\C1=C(C2=CC(=CC=C2C=C1)OC)CCCC)=O ((E)-3-(1-butyl-7-methoxy-2-naphthalenyl)-2-propenoic acid methyl ester), [OH-].[Na+] (sodium hydroxide). Run in CO (methanol). The product is C(CCC)C1=C(C=CC2=CC=C(C=C12)OC)/C=C/C(=O)O ((E)-3-(1-butyl-7-methoxy-2-naphthalenyl)-2-propenoic acid). Yield: 98.2%. As a reaction SMILES: C[O:2][C:3](=[O:22])/[CH:4]=[CH:5]/[C:6]1[CH:15]=[CH:14][C:13]2[C:8](=[CH:9][C:10]([O:16][CH3:17])=[CH:11][CH:12]=2)[C:7]=1[CH2:18][CH2:19][CH2:20][CH3:21].[OH-].[Na+]>CO>[CH2:18]([C:7]1[C:8]2[C:13](=[CH:12][CH:11]=[C:10]([O:16][CH3:17])[CH:9]=2)[CH:14]=[CH:15][C:6]=1/[CH:5]=[CH:4]/[C:3]([OH:22])=[O:2])[CH2:19][CH2:20][CH3:21] |f:1.2|. Procedure details: As in Example 112, (E)-3-(1-butyl-7-methoxy-2-naphthalenyl)-2-propenoic acid methyl ester (1.55 g) in methanol (20 mL) was treated with 2N sodium hydroxide solution (4 mL) at reflux for 2 hours and the normal isolation procedure afforded 1.45 g of (E)-3-(1-butyl-7-methoxy-2-naphthalenyl)-2-propenoic acid. Crystallization of a sample from diethyl ether gave the analytical specimen. Anal. Calcd for C18H20O3 : C, 76.03; H, 7.09 Found: C, 75.66; H, 7.13 The reactants are CC=1OC2=C(C=CC=C2C(C1)=O)C=O (2-methyl-4-oxo-4H-chromene-8-carbaldehyde), CC(CC(C)=O)=O (2,4-pentanedione), N\C(=C/C(=O)OC)\C (methyl 3-aminocrotonate), C(C)(=O)O (acetic acid). The solvent is CC(C)O (2-propanol). The product is C(C)(=O)C=1C(C(=C(NC1C)C)C(=O)OC)C=1C=CC=C2C(C=C(OC12)C)=O (Methyl 5-acetyl-2,6-dimethyl-4-(2-methyl-4-oxo-4H-chromen-8-yl)-1,4-dihydropyridine-3-carboxylate). RXN SMILES: [CH3:1][C:2]1[O:3][C:4]2[C:9]([C:10](=[O:12])[CH:11]=1)=[CH:8][CH:7]=[CH:6][C:5]=2[CH:13]=O.[CH3:15][C:16](=O)[CH2:17][C:18](=[O:20])[CH3:19].[NH2:22]/[C:23](/[CH3:29])=[CH:24]\[C:25]([O:27][CH3:28])=[O:26].C(O)(=O)C>CC(O)C>[C:18]([C:17]1[CH:13]([C:5]2[CH:6]=[CH:7][CH:8]=[C:9]3[C:4]=2[O:3][C:2]([CH3:1])=[CH:11][C:10]3=[O:12])[C:24]([C:25]([O:27][CH3:28])=[O:26])=[C:23]([CH3:29])[NH:22][C:16]=1[CH3:15])(=[O:20])[CH3:19]. Procedure: 100 mg (0.53 mmol) of 2-methyl-4-oxo-4H-chromene-8-carbaldehyde are dissolved with 93.1 mg (0.93 mmol) of 2,4-pentanedione, 61.1 mg (0.53 mmol) of methyl 3-aminocrotonate and 31.9 mg (0.53 mmol) of acetic acid in 5 ml of 2-propanol and heated to reflux under argon for 10 h. The solvent is removed in vacuo, and the residue is purified by preparative HPLC. 77 mg (39% of theory) of the title compound are obtained as a yellow solid. Starting materials: FC1=C(C(=CC=C1)F)C=1C=C2C(=NN(C2=CC1)C1OCCCC1)C1=NC(=NC(=C1)OCC1=CC=C(C=C1)OC)S(=O)(=O)C (5-(2,6-difluorophenyl)-3-(6-(4-methoxybenzyloxy)-2-(methylsulfonyl)pyrimidin-4-yl)-1-(tetrahydro-2H-pyran-2-yl)-1H-indazole), N[C@H]1CN(CCC1)C(=O)OC(C)(C)C ((R)-tert-butyl 3-aminopiperidine-1-carboxylate). The solvent is CN1CCCC1=O (NMP), O (water). Reaction conditions: temperature 125 celsius. Product: FC1=C(C(=CC=C1)F)C=1C=C2C(=NN(C2=CC1)C1OCCCC1)C1=NC(=NC(=C1)OCC1=CC=C(C=C1)OC)N[C@H]1CN(CCC1)C(=O)OC(C)(C)C ((3R)-tert-butyl 3-((4-(5-(2,6-difluorophenyl)-1-(tetrahydro-2H-pyran-2-yl)-1H-indazol-3-yl)-6-((4-methoxybenzyl)oxy)pyrimidin-2-yl)amino)piperidine-1-carboxylate). The yield is 47.9%. RXN SMILES: [F:1][C:2]1[CH:7]=[CH:6][CH:5]=[C:4]([F:8])[C:3]=1[C:9]1[CH:10]=[C:11]2[C:15](=[CH:16][CH:17]=1)[N:14]([CH:18]1[CH2:23][CH2:22][CH2:21][CH2:20][O:19]1)[N:13]=[C:12]2[C:24]1[CH:29]=[C:28]([O:30][CH2:31][C:32]2[CH:37]=[CH:36][C:35]([O:38][CH3:39])=[CH:34][CH:33]=2)[N:27]=[C:26](S(C)(=O)=O)[N:25]=1.[NH2:44][C@@H:45]1[CH2:50][CH2:49][CH2:48][N:47]([C:51]([O:53][C:54]([CH3:57])([CH3:56])[CH3:55])=[O:52])[CH2:46]1>CN1C(=O)CCC1.O>[F:1][C:2]1[CH:7]=[CH:6][CH:5]=[C:4]([F:8])[C:3]=1[C:9]1[CH:10]=[C:11]2[C:15](=[CH:16][CH:17]=1)[N:14]([CH:18]1[CH2:23][CH2:22][CH2:21][CH2:20][O:19]1)[N:13]=[C:12]2[C:24]1[CH:29]=[C:28]([O:30][CH2:31][C:32]2[CH:37]=[CH:36][C:35]([O:38][CH3:39])=[CH:34][CH:33]=2)[N:27]=[C:26]([NH:44][C@@H:45]2[CH2:50][CH2:49][CH2:48][N:47]([C:51]([O:53][C:54]([CH3:57])([CH3:56])[CH3:55])=[O:52])[CH2:46]2)[N:25]=1. Reported procedure: A glass microwave reaction vessel was charged with 5-(2,6-difluorophenyl)-3-(6-(4-methoxybenzyloxy)-2-(methylsulfonyl)pyrimidin-4-yl)-1-(tetrahydro-2H-pyran-2-yl)-1H-indazole (200 mg, 0.330 mmol) and (R)-tert-butyl 3-aminopiperidine-1-carboxylate (198 mg, 0.989 mmol) in NMP (2.0 mL). The reaction was stirred and heated in a Initiator microwave reactor (Personal Chemistry, Biotage AB, Inc., Upssala, Sweden) at 125° C. for 2 h. The mixture was diluted with water and the resulting suspension was fi... The reactants are O=C1CCC(NC1)C(=O)OC (methyl 5-oxopiperidine-2-carboxylate), C=1(C(=CC=CC1)C(=O)O)C1=CC=CC=C1 (biphenyl-2-carboxylic acid). The product is C=1(C(=CC=CC1)C(=O)N1C(CCC(C1)=O)C(=O)OC)C1=CC=CC=C1 (Methyl 1-(biphenylcarbonyl)-5-oxopiperidine-2-carboxylate). Reaction SMILES: [O:1]=[C:2]1[CH2:7][NH:6][CH:5]([C:8]([O:10][CH3:11])=[O:9])[CH2:4][CH2:3]1.[C:12]1([C:21]2[CH:26]=[CH:25][CH:24]=[CH:23][CH:22]=2)[C:13]([C:18](O)=[O:19])=[CH:14][CH:15]=[CH:16][CH:17]=1>>[C:12]1([C:21]2[CH:26]=[CH:25][CH:24]=[CH:23][CH:22]=2)[C:13]([C:18]([N:6]2[CH2:7][C:2](=[O:1])[CH2:3][CH2:4][CH:5]2[C:8]([O:10][CH3:11])=[O:9])=[O:19])=[CH:14][CH:15]=[CH:16][CH:17]=1. Procedure: Methyl 1-(biphenylcarbonyl)-5-oxopiperidine-2-carboxylate was prepared according to general procedure A using methyl 5-oxopiperidine-2-carboxylate and biphenyl-2-carboxylic acid. MS (ESI) 338 (M+H). Reactants: O1CCOC12CCN(CC2)C=2C=CC=C1C=C(C=NC21)C(F)(F)F (8-(1.4-dioxa-8-azaspiro[4.5]dec-8-yl)-3-(trifluoromethyl)quinoline), Cl (HCl). Solvent: O1CCCC1 (tetrahydrofuran). Run at temperature 40 celsius, time 18 hour. The product is FC(C=1C=NC2=C(C=CC=C2C1)N1CCC(CC1)=O)(F)F (1-[3-(Trifluoromethyl)quinolin-8-yl]piperidin-4-one). The yield is 66.6%. RXN SMILES: O1[C:5]2([CH2:10][CH2:9][N:8]([C:11]3[CH:12]=[CH:13][CH:14]=[C:15]4[C:20]=3[N:19]=[CH:18][C:17]([C:21]([F:24])([F:23])[F:22])=[CH:16]4)[CH2:7][CH2:6]2)[O:4]CC1.Cl>O1CCCC1>[F:23][C:21]([F:22])([F:24])[C:17]1[CH:18]=[N:19][C:20]2[C:15]([CH:16]=1)=[CH:14][CH:13]=[CH:12][C:11]=2[N:8]1[CH2:9][CH2:10][C:5](=[O:4])[CH2:6][CH2:7]1. Procedure details: A solution of 8-(1.4-dioxa-8-azaspiro[4.5]dec-8-yl)-3-(trifluoromethyl)quinoline (Step 3, 0.19 g) in tetrahydrofuran (3 mL) was treated with 2N aqueous HCl (1 mL) and then stirred at 40° C. for 18 hours. The mixture was cooled to room temperature and concentrated on a rotary evaporator. The residue was taken up in CH2Cl2, washed with water and brine, dried over anhydrous Na2SO4, filtered and concentrated on a rotary evaporator to give 0.11 g of the desired product as a yellow oil; MS (ES) m/z (r...